From a dataset of the Open Reaction Database (ORD), a public repository of structured organic reaction records. describe an organic reaction: reactants, conditions, products, and yield The reactants are FC1=C(C=CC=C1)NC(NC1=CC=C(C=C1)C1=CC=C2CN(C(C2=C1)=O)[C@H](C(=O)O)C(C)C)=S ((S)-2-(6-(4-(3-(2-Fluorophenyl)thioureido)phenyl)-1-oxoisoindolin-2-yl)-3-methylbutanoic acid), ClC1=CC=C(C=C1)NC(NC1=CC=C(C=C1)C1=CC=C2CN(C(C2=C1)=O)[C@H](C(=O)OC)C(C)C)=S ((S)-Methyl 2-(6-(4-(3-(4-chlorophenyl)thioureido)phenyl)-1-oxoisoindolin-2-yl)-3-methylbutanoate). The product is ClC=1C=C(C=CC1)NC(NC1=CC=C(C=C1)C1=CC=C2CN(C(C2=C1)=O)[C@H](C(=O)O)C(C)C)=S ((S)-2-(6-(4-(3-(3-Chlorophenyl)thioureido)phenyl)-1-oxoisoindolin-2-yl)-3-methyl butanoic acid). The yield is 86.0%. RXN SMILES: F[C:2]1[CH:7]=[CH:6][CH:5]=[CH:4][C:3]=1[NH:8][C:9](=[S:34])[NH:10][C:11]1[CH:16]=[CH:15][C:14]([C:17]2[CH:25]=[C:24]3[C:20]([CH2:21][N:22]([C@@H:27]([CH:31]([CH3:33])[CH3:32])[C:28]([OH:30])=[O:29])[C:23]3=[O:26])=[CH:19][CH:18]=2)=[CH:13][CH:12]=1.[Cl:35]C1C=CC(NC(=S)NC2C=CC(C3C=C4C(CN([C@@H](C(C)C)C(OC)=O)C4=O)=CC=3)=CC=2)=CC=1>>[Cl:35][C:7]1[CH:2]=[C:3]([NH:8][C:9](=[S:34])[NH:10][C:11]2[CH:16]=[CH:15][C:14]([C:17]3[CH:25]=[C:24]4[C:20]([CH2:21][N:22]([C@@H:27]([CH:31]([CH3:33])[CH3:32])[C:28]([OH:30])=[O:29])[C:23]4=[O:26])=[CH:19][CH:18]=3)=[CH:13][CH:12]=2)[CH:4]=[CH:5][CH:6]=1. Procedure details: The compound of example 64 was prepared analogous to compound of example 52 by hydrolysis of compound of example 63. Starting materials: C1OC=2C=C(CCN)C=CC2OC1 (3,4-ethylenedioxyphenethylamine), ClC=1C2=C(N=C(N1)C1=NC=CN=C1)SC(=C2)[N+](=O)[O-] (4-chloro-2-(pyrazin-2-yl)-6-nitro-thieno-[2,3-d]-pyrimidine). Yields the product N1=C(C=NC=C1)C=1N=C(C2=C(N1)SC(=C2)[N+](=O)[O-])NCCC2=CC1=C(C=C2)OCCO1 (2-(pyrazin-2-yl)-4-(3,4-ethylenedioxyphenethylamino)-6-nitro-thieno-[2,3-d]-pyrimidine). As a reaction SMILES: [CH2:1]1[CH2:13][O:12][C:11]2[CH:10]=[CH:9][C:5]([CH2:6][CH2:7][NH2:8])=[CH:4][C:3]=2[O:2]1.Cl[C:15]1[C:16]2[CH:29]=[C:28]([N+:30]([O-:32])=[O:31])[S:27][C:17]=2[N:18]=[C:19]([C:21]2[CH:26]=[N:25][CH:24]=[CH:23][N:22]=2)[N:20]=1>>[N:22]1[CH:23]=[CH:24][N:25]=[CH:26][C:21]=1[C:19]1[N:20]=[C:15]([NH:8][CH2:7][CH2:6][C:5]2[CH:9]=[CH:10][C:11]3[O:12][CH2:13][CH2:1][O:2][C:3]=3[CH:4]=2)[C:16]2[CH:29]=[C:28]([N+:30]([O-:32])=[O:31])[S:27][C:17]=2[N:18]=1. Procedure: With the procedure of Example 1, the reaction of 3,4-ethylenedioxyphenethylamine with 4-chloro-2-(pyrazin-2-yl)-6-nitro-thieno-[2,3-d]-pyrimidine yields 2-(pyrazin-2-yl)-4-(3,4-ethylenedioxyphenethylamino)-6-nitro-thieno-[2,3-d]-pyrimidine.